Dataset: the Open Reaction Database (ORD), a public repository of structured organic reaction records. Task: describe an organic reaction: reactants, conditions, products, and yield Reactants: CC1=C(C=C(N)C=C1)C=1C=NC=NC1 (4-methyl-3-(pyrimidin-5-yl)aniline), C1(=CC=CC=2C3=CC=CC=C3NC12)C(=O)O (9H-carbazole-1-carboxylic acid), ON1N=NC2=C1C=CC=C2 (1-hydroxybenzotriazole), Cl.C(C)N=C=NCCCN(C)C (1-ethyl-3-(3-dimethylaminopropyl)carbodiimide hydrochloride). The reagents and catalysts are CN(C1=CC=NC=C1)C (4-dimethylaminopyridine). The solvent is ClCCl (dichloromethane), ClCCl (dichloromethane). Reaction conditions: time 5 minute. Yields the product CC1=C(C=C(C=C1)NC(=O)C1=CC=CC=2C3=CC=CC=C3NC12)C=1C=NC=NC1 (N-(4-methyl-3-(pyrimidin-5-yl)-phenyl)-9H-carbazole-1-carboxamide). Isolated yield 52.8%. Reaction SMILES: [C:1]1([C:14]([OH:16])=O)[C:13]2[NH:12][C:11]3[C:6](=[CH:7][CH:8]=[CH:9][CH:10]=3)[C:5]=2[CH:4]=[CH:3][CH:2]=1.ON1C2C=CC=CC=2N=N1.Cl.C(N=C=NCCCN(C)C)C.[CH3:39][C:40]1[CH:46]=[CH:45][C:43]([NH2:44])=[CH:42][C:41]=1[C:47]1[CH:48]=[N:49][CH:50]=[N:51][CH:52]=1>ClCCl.CN(C)C1C=CN=CC=1>[CH3:39][C:40]1[CH:46]=[CH:45][C:43]([NH:44][C:14]([C:1]2[C:13]3[NH:12][C:11]4[C:6](=[CH:7][CH:8]=[CH:9][CH:10]=4)[C:5]=3[CH:4]=[CH:3][CH:2]=2)=[O:16])=[CH:42][C:41]=1[C:47]1[CH:52]=[N:51][CH:50]=[N:49][CH:48]=1 |f:2.3|. Reported procedure: To a suspension of 9H-carbazole-1-carboxylic acid (148 mg) and 1-hydroxybenzotriazole (130 mg) in dichloromethane (3 ml) was added 1-ethyl-3-(3-dimethylaminopropyl)carbodiimide hydrochloride (201 mg) and the mixture was stirred for 5 minutes. After adding 4-methyl-3-(pyrimidin-5-yl)aniline (130 mg) and 4-dimethylaminopyridine (128 mg), the mixture was stirred for 24 hours. The mixture was diluted with dichloromethane and washed with water and brine. The organic layer was dried over magnesium sul...